This data is from the Open Reaction Database (ORD), a public repository of structured organic reaction records. The task is: describe an organic reaction: reactants, conditions, products, and yield The product is N1C=NC(=C1)C1=NN=C2C=3C=C(C(=NC3C=CN21)C2=CC=C(C=NO)C=C2)C2=CC=CC=C2 (4-[3-(1H-Imidazol-4-yl)-9-phenyl[1,2,4]triazolo[3,4-f]-1,6-naphthyridin-8-yl]benzaldehyde oxime). The reactants are O1C(OCC1)C1=CC=C(C=C1)C1=NC=2C=CN3C(C2C=C1C1=CC=CC=C1)=NN=C3C=3N=CNC3 (8-[4-(1,3-Dioxolan-2-yl)phenyl]-3-(1H-imidazol-4-yl)-9-phenyl[1,2,4]triazolo[3,4-f]-1,6-naphthyridine), Cl (HCl), Cl.NO (hydroxylamine hydrochloride). Procedure details: To a solution of 22-1 (0.8 g, 1.7 mmol) in 1,4-dioxane (3 ml) was added 3N HCl (1.1 ml, 3.4 mmol) dropwise. After stirring for 10 min the solution was treated with hydroxylamine hydrochloride (0.5 g, 6.9 mmol) in water (0.5 ml). The mixture was stirred for 1 h and was then quenched with NaHCO3(s) until pH=8. Upon solvent removal the residue was taken up in water, filtered, and dried azeotropically with toluene to afford 22-2 as a solid. Run at time 10 minute. Reaction SMILES: O1CCO[CH:2]1[C:6]1[CH:11]=[CH:10][C:9]([C:12]2[C:21]([C:22]3[CH:27]=[CH:26][CH:25]=[CH:24][CH:23]=3)=[CH:20][C:19]3[C:18]4=[N:28][N:29]=[C:30]([C:31]5[N:32]=[CH:33][NH:34][CH:35]=5)[N:17]4[CH:16]=[CH:15][C:14]=3[N:13]=2)=[CH:8][CH:7]=1.Cl.Cl.[NH2:38][OH:39]>O1CCOCC1.O>[NH:34]1[CH:35]=[C:31]([C:30]2[N:17]3[C:18]([C:19]4[CH:20]=[C:21]([C:22]5[CH:27]=[CH:26][CH:25]=[CH:24][CH:23]=5)[C:12]([C:9]5[CH:8]=[CH:7][C:6]([CH:2]=[N:38][OH:39])=[CH:11][CH:10]=5)=[N:13][C:14]=4[CH:15]=[CH:16]3)=[N:28][N:29]=2)[N:32]=[CH:33]1 |f:2.3|. The solvent is O1CCOCC1 (1,4-dioxane), O (water). The reactants are FC1(OC2=C(O1)C=CC=C2NN)F ((2,2-difluoro-benzo[1,3]dioxol-4-yl)-hydrazine), Cl.N1CCC(CC1)=O (4-piperidone hydrochloride), Cl (HCl). Run in C(C)O (ethanol), O1CCOCC1 (dioxane). Conditions: temperature 110 celsius, time 2 hour. The product is FC1(OC2=C(C=CC=3C4=C(NC23)CCNC4)O1)F (2,2-Difluoro-7,8,9,10-tetrahydro-6H-[1,3]dioxolo[4,5-g]pyrido[4,3-b]indole). The yield is 14.6%. Reaction SMILES: [F:1][C:2]1([F:13])[O:6][C:5]2[CH:7]=[CH:8][CH:9]=[C:10]([NH:11]N)[C:4]=2[O:3]1.Cl.[NH:15]1[CH2:20][CH2:19][C:18](=O)[CH2:17][CH2:16]1.Cl>C(O)C.O1CCOCC1>[F:1][C:2]1([F:13])[O:6][C:5]2[CH:7]=[CH:8][C:9]3[C:17]4[CH2:16][NH:15][CH2:20][CH2:19][C:18]=4[NH:11][C:10]=3[C:4]=2[O:3]1 |f:1.2|. Procedure: The (2,2-difluoro-benzo[1,3]dioxol-4-yl)-hydrazine (753 mg, 4.00 mmol) and 4-piperidone hydrochloride (543 mg, 4.00 mmol) in ethanol (10 mL) were heated to reflux for 45 min. The 4M HCl in dioxane (2 mL) was added and heating continued for 2 h. A sample was removed and after bubbling HCl gas briefly was heated in the microwave to 110° C. for 10 min. The rest of the material was processed in 5 batches and the combined black reactions filtered, washed with a little water and then precipitation wit... Reactants: CCOC(=N)CC(=O)OCC, CCO, CN, Cl. Yields the product CCOC(=O)CC(=N)NC, Cl. Reaction SMILES: [CH2:4]([CH3:5])[O:6][C:7](=[O:8])[CH2:9][C:10]([O:11][CH2:12][CH3:13])=[NH:14].[CH3:15][CH2:16][OH:17].[CH3:1][NH2:2].[ClH:3]>>[CH3:1][NH:2][C:10]([CH2:9][C:7]([O:6][CH2:4][CH3:5])=[O:8])=[NH:14].[ClH:3]. Reactants: BrC=1N=C(NC1)C(O)C1=C(C(=CC(=C1)CC)O[Si](C)(C)C(C)(C)C)F ((4-bromo-1H-imidazol-2-yl)(3-(tert-butyldimethylsilyloxy)-5-ethyl-2-fluorophenyl)methanol), CCCC[N+](CCCC)(CCCC)CCCC.[F-] (TBAF). Solvent: C1CCOC1 (THF). Reaction conditions: temperature 0 celsius, time 30 minute. Yields the product BrC=1N=C(NC1)C(C=1C(=C(C=C(C1)CC)O)F)O (3-((4-bromo-1H-imidazol-2-yl)(hydroxy)methyl)-5-ethyl-2-fluorophenol). Reaction SMILES: [Br:1][C:2]1[N:3]=[C:4]([CH:7]([C:9]2[CH:14]=[C:13]([CH2:15][CH3:16])[CH:12]=[C:11]([O:17][Si](C(C)(C)C)(C)C)[C:10]=2[F:25])[OH:8])[NH:5][CH:6]=1.CCCC[N+](CCCC)(CCCC)CCCC.[F-]>C1COCC1>[Br:1][C:2]1[N:3]=[C:4]([CH:7]([OH:8])[C:9]2[C:10]([F:25])=[C:11]([OH:17])[CH:12]=[C:13]([CH2:15][CH3:16])[CH:14]=2)[NH:5][CH:6]=1 |f:1.2|. Procedure: To a solution of intermediate 206.1 (500 mg, 0.744 mmol) in 7 mL THF at 0° C., was added TBAF (1M in THF, 0.744 mL, 0.744 mmol). The mixture was stirred at 0° C. for 30 min, then concentrated. The mixture was diluted with EtOAc, washed with H2O (2×) and brine, dried (Na2SO4) and concentrated. The crude product was triturated with 10% EtOAc/hexanes (10 mL) to afford after filtration 399 mg of Intermediate 191.2 as a white powder. LCMS (2 min gradient) RT=2.18 min, 579.13 (M+Na)+. Starting materials: C1(CC1)C#CC=1C(=NC(=C(N1)C1=CC=C(C=C1)C)C1=CC=C(C=C1)C)N (3-(Cyclopropylethynyl)-5,6-di-p-tolylpyrazin-2-amine), CC(C)([O-])C.[K+] (potassium tert-butoxide). Run in O (water), C(C)(C)(C)O (tert-BuOH). The product is C1(CC1)C1=CC=2C(=NC(=C(N2)C2=CC=C(C=C2)C)C2=CC=C(C=C2)C)N1 (6-Cyclopropyl-2,3-di-p-tolyl-5H-pyrrolo[2,3-b]pyrazine). Reaction SMILES: [CH:1]1([C:4]#[C:5][C:6]2[C:7]([NH2:26])=[N:8][C:9]([C:19]3[CH:24]=[CH:23][C:22]([CH3:25])=[CH:21][CH:20]=3)=[C:10]([C:12]3[CH:17]=[CH:16][C:15]([CH3:18])=[CH:14][CH:13]=3)[N:11]=2)[CH2:3][CH2:2]1.CC(C)([O-])C.[K+]>C(O)(C)(C)C.O>[CH:1]1([C:4]2[NH:26][C:7]3=[N:8][C:9]([C:19]4[CH:20]=[CH:21][C:22]([CH3:25])=[CH:23][CH:24]=4)=[C:10]([C:12]4[CH:17]=[CH:16][C:15]([CH3:18])=[CH:14][CH:13]=4)[N:11]=[C:6]3[CH:5]=2)[CH2:3][CH2:2]1 |f:1.2|. Reported procedure: 3-(Cyclopropylethynyl)-5,6-di-p-tolylpyrazin-2-amine (step 4)(279 mg, 0.822 mmol) in tert-BuOH (10 ml) was treated with potassium tert-butoxide (184 mg, 1.644 mmol) and heated at reflux for 6 hours. The mixture was diluted with water and extracted with DCM (×3). The combined organic extracts were concentrated under reduced pressure and purification of the crude product by chromatography on silica eluting with 0-20% EtOAc in iso-hexane afforded the titled compound as a beige coloured solid; Reactants: COc1cccc2c1CCC(B(O)O)=C2, Cc1nccn1Cc1cc(Cl)cnn1. Product: COc1cccc2c1CCC(c1cnnc(Cn3ccnc3C)c1)=C2, Cl. As a reaction SMILES: [CH3:1][O:2][c:3]1[c:4]2[c:9]([cH:10][cH:11][cH:12]1)[CH:8]=[C:7]([B:13]([OH:14])[OH:15])[CH2:6][CH2:5]2.[Cl:16][c:17]1[cH:18][c:19]([CH2:23][n:24]2[c:25]([CH3:29])[n:26][cH:27][cH:28]2)[n:20][n:21][cH:22]1>>[CH3:1][O:2][c:3]1[c:4]2[c:9]([cH:10][cH:11][cH:12]1)[CH:8]=[C:7]([c:17]1[cH:18][c:19]([CH2:23][n:24]3[c:25]([CH3:29])[n:26][cH:27][cH:28]3)[n:20][n:21][cH:22]1)[CH2:6][CH2:5]2.[ClH:16]. The reactants are C(C)(C)N(C(C)C)CC (N,N-diisopropylethylamine), C[Si](C)(C)C=[N+]=[N-] (trimethylsilyl diazomethane), CCCCCC (hexane), O1C(=NC2=C1C=CC=C2)SCCCN2CCN(CC2)CC(=O)NC2=C(C(=CC=C2C(C)C)O)C(C)C (2-[4-[3-(Benzoxazol-2-ylthio)propyl]piperazin-1-yl]-N-(2,6-diisopropyl-3-hydroxyphenyl)acetamide). Run in C(C)#N (acetonitrile), CO (methanol). Run at time 14 hour. The product is O1C(=NC2=C1C=CC=C2)SCCCN2CCN(CC2)CC(=O)NC2=C(C(=CC=C2C(C)C)OC)C(C)C (2-[4-[3-(benzoxazol-2-ylthio)propyl]piperazin-1-yl]-N-(2,6-diisopropyl-3-methoxyphenyl)acetamide). The yield is 20.4%. RXN SMILES: [O:1]1[C:5]2[CH:6]=[CH:7][CH:8]=[CH:9][C:4]=2[N:3]=[C:2]1[S:10][CH2:11][CH2:12][CH2:13][N:14]1[CH2:19][CH2:18][N:17]([CH2:20][C:21]([NH:23][C:24]2[C:29]([CH:30]([CH3:32])[CH3:31])=[CH:28][CH:27]=[C:26]([OH:33])[C:25]=2[CH:34]([CH3:36])[CH3:35])=[O:22])[CH2:16][CH2:15]1.[CH:37](N(CC)C(C)C)(C)C.C[Si](C=[N+]=[N-])(C)C.CCCCCC>CO.C(#N)C>[O:1]1[C:5]2[CH:6]=[CH:7][CH:8]=[CH:9][C:4]=2[N:3]=[C:2]1[S:10][CH2:11][CH2:12][CH2:13][N:14]1[CH2:19][CH2:18][N:17]([CH2:20][C:21]([NH:23][C:24]2[C:29]([CH:30]([CH3:32])[CH3:31])=[CH:28][CH:27]=[C:26]([O:33][CH3:37])[C:25]=2[CH:34]([CH3:36])[CH3:35])=[O:22])[CH2:16][CH2:15]1. Reported procedure: 2-[4-[3-(Benzoxazol-2-ylthio)propyl]piperazin-1-yl]-N-(2,6-diisopropyl-3-hydroxyphenyl)acetamide (150 mg, 0.29 mmol) was dissolved in methanol (2 ml) and acetonitrile (3 ml), then N,N-diisopropylethylamine (227 mg, 1.76 mmol) and a solution of trimethylsilyl diazomethane in hexane (2.0M, 0.88 ml, 1.76 mmol) were added thereto and the mixture was stirred for 14 hours. The reaction solution was concentrated, made alkaline with an aqueous solution of sodium bicarbonate and extracted with ethyl acet...